From a dataset of the Open Reaction Database (ORD), a public repository of structured organic reaction records. describe an organic reaction: reactants, conditions, products, and yield Reactants: CC(C)(C)OC(=O)NCC(=O)O, ClCCCl, CCOC(C)=O, ClCCl, CCn1c2ccccc2c2cc(N)ccc21. Product: CCn1c2ccccc2c2cc(NC(=O)CNC(=O)OC(C)(C)C)ccc21. As a reaction SMILES: [C:17]([CH3:18])([CH3:19])([CH3:20])[O:21][C:22](=[O:23])[NH:24][CH2:25][C:26](=[O:27])[OH:28].[CH2:29]([Cl:30])[CH2:31][Cl:32].[CH3:36][CH2:37][O:38][C:39](=[O:40])[CH3:41].[Cl:33][CH2:34][Cl:35].[NH2:1][c:2]1[cH:3][cH:4][c:5]2[n:6]([CH2:15][CH3:16])[c:7]3[cH:8][cH:9][cH:10][cH:11][c:12]3[c:13]2[cH:14]1>>[NH:1]([c:2]1[cH:3][cH:4][c:5]2[n:6]([CH2:15][CH3:16])[c:7]3[cH:8][cH:9][cH:10][cH:11][c:12]3[c:13]2[cH:14]1)[C:26]([CH2:25][NH:24][C:22]([O:21][C:17]([CH3:18])([CH3:19])[CH3:20])=[O:23])=[O:27]. The reactants are O=C(Cl)c1cc(CBr)on1, CC(C)=O, O. Yields the product O=C(O)c1cc(CBr)on1. As a reaction SMILES: [Br:1][CH2:2][c:3]1[cH:4][c:5]([C:8](=[O:9])[Cl:10])[n:6][o:7]1.[CH3:12][C:13](=[O:14])[CH3:15].[OH2:11]>>[Br:1][CH2:2][c:3]1[cH:4][c:5]([C:8]([OH:9])=[O:11])[n:6][o:7]1. The reactants are COCCOc1ccc2c(c1)ncn2-c1ccc2cccc(Br)c2n1, [K+], [K+], [K+], N#N, C1COCCO1, OB(O)c1ccc(O)cc1, O=P([O-])([O-])[O-], c1ccc(P(c2ccccc2)(c2ccccc2)[Pd](P(c2ccccc2)(c2ccccc2)c2ccccc2)(P(c2ccccc2)(c2ccccc2)c2ccccc2)P(c2ccccc2)(c2ccccc2)c2ccccc2)cc1. The product is COCCOc1ccc2c(c1)ncn2-c1ccc2cccc(-c3ccc(O)cc3)c2n1. As a reaction SMILES: [Br:1][c:2]1[cH:3][cH:4][cH:5][c:6]2[cH:7][cH:8][c:9](-[n:12]3[cH:13][n:14][c:15]4[c:16]3[cH:17][cH:18][c:19]([O:21][CH2:22][CH2:23][O:24][CH3:25])[cH:20]4)[n:10][c:11]12.[K+:41].[K+:42].[K+:43].[N:50]#[N:51].[O:44]1[CH2:45][CH2:46][O:47][CH2:48][CH2:49]1.[OH:26][c:27]1[cH:28][cH:29][c:30]([B:33]([OH:34])[OH:35])[cH:31][cH:32]1.[P:36]([O-:37])([O-:38])([O-:39])=[O:40].[cH:52]1[cH:53][cH:54][c:55]([P:56]([Pd:57]([P:58]([c:59]2[cH:60][cH:61][cH:62][cH:63][cH:64]2)([c:65]2[cH:66][cH:67][cH:68][cH:69][cH:70]2)[c:71]2[cH:72][cH:73][cH:74][cH:75][cH:76]2)([P:77]([c:78]2[cH:79][cH:80][cH:81][cH:82][cH:83]2)([c:84]2[cH:85][cH:86][cH:87][cH:88][cH:89]2)[c:90]2[cH:91][cH:92][cH:93][cH:94][cH:95]2)[P:96]([c:97]2[cH:98][cH:99][cH:100][cH:101][cH:102]2)([c:103]2[cH:104][cH:105][cH:106][cH:107][cH:108]2)[c:109]2[cH:110][cH:111][cH:112][cH:113][cH:114]2)([c:115]2[cH:116][cH:117][cH:118][cH:119][cH:120]2)[c:121]2[cH:122][cH:123][cH:124][cH:125][cH:126]2)[cH:127][cH:128]1>>[c:2]1(-[c:30]2[cH:29][cH:28][c:27]([OH:26])[cH:32][cH:31]2)[cH:3][cH:4][cH:5][c:6]2[cH:7][cH:8][c:9](-[n:12]3[cH:13][n:14][c:15]4[c:16]3[cH:17][cH:18][c:19]([O:21][CH2:22][CH2:23][O:24][CH3:25])[cH:20]4)[n:10][c:11]12. The reactants are S=C(Cl)Cl, CCCCCc1cnc(-c2ccc(N)cc2)nc1. The product is CCCCCc1cnc(-c2ccc(N=C=S)cc2)nc1. Reaction SMILES: [Cl:19][C:20]([Cl:21])=[S:22].[NH2:1][c:2]1[cH:3][cH:4][c:5](-[c:8]2[n:9][cH:10][c:11]([CH2:14][CH2:15][CH2:16][CH2:17][CH3:18])[cH:12][n:13]2)[cH:6][cH:7]1>>[N:1]([c:2]1[cH:3][cH:4][c:5](-[c:8]2[n:9][cH:10][c:11]([CH2:14][CH2:15][CH2:16][CH2:17][CH3:18])[cH:12][n:13]2)[cH:6][cH:7]1)=[C:20]=[S:22]. Reactants: ice water, N(N)C=1C=C(C(=O)O)C=CC1C (3-hydrazino-4-methyl benzoic acid), CC(C(=O)O)C.C(CC=O)=O (malonaldehyde(bismethylacetate)), Cl (HCl), [OH-].[Na+] (NaOH). Run in CCO (EtOH). The product is C(C)OC(C1=CC(=C(C=C1)C)N1N=CC=C1)=O (4-methyl-3-pyrazol-1-yl-benzoic acid ethyl ester). Isolated yield 47.2%. As a reaction SMILES: [NH:1]([C:3]1[CH:4]=[C:5]([CH:9]=[CH:10][C:11]=1[CH3:12])[C:6]([OH:8])=[O:7])[NH2:2].[CH3:13][CH:14]([CH3:18])C(O)=O.[CH:19](=O)[CH2:20]C=O.Cl.[OH-].[Na+]>CCO>[CH2:19]([O:7][C:6](=[O:8])[C:5]1[CH:9]=[CH:10][C:11]([CH3:12])=[C:3]([N:1]2[CH:18]=[CH:14][CH:13]=[N:2]2)[CH:4]=1)[CH3:20] |f:1.2,4.5|. Reported procedure: A solution of 3-hydrazino-4-methyl benzoic acid (1.0 g, 4.93 mmol), malonaldehyde(bismethylacetate) (0.82 mL, 4.93 mmol), and concentrated HCl (1 mL) in EtOH (20 mL) was heated to reflux for 4 h. After cooling to room temperature, the reaction was poured into ice water, neutralized with 2N NaOH, and extracted with CH2Cl2 (3×). The organic layers were dried over Na2SO4, filtered and concentrated to afford 4-methyl-3-pyrazol-1-yl-benzoic acid ethyl ester (536 mg, 47%) as a yellow oil. A solution o...